From a dataset of the Open Reaction Database (ORD), a public repository of structured organic reaction records. describe an organic reaction: reactants, conditions, products, and yield Starting materials: C(C1=CC=CC=C1)N1C(N(C(C(=C1)C)=O)CCCCl)=O (1-benzyl-3-(3-chloropropyl)-5-methyl-2,4(1H,3H)-pyrimidinedione). Reagents/catalysts: [Pd] (palladium on carbon). The solvent is C(=O)[O-].[NH4+].CO (ammonium formate methanol). Run at temperature 25 celsius. The product is ClCCCN1C(NC=C(C1=O)C)=O (3-(3-chloropropyl)-5-methyl-2,4(1H,3H)-pyrimidinedione). Isolated yield 75.4%. As a reaction SMILES: C([N:8]1[CH:13]=[C:12]([CH3:14])[C:11](=[O:15])[N:10]([CH2:16][CH2:17][CH2:18][Cl:19])[C:9]1=[O:20])C1C=CC=CC=1>[Pd].C([O-])=O.[NH4+].CO>[Cl:19][CH2:18][CH2:17][CH2:16][N:10]1[C:11](=[O:15])[C:12]([CH3:14])=[CH:13][NH:8][C:9]1=[O:20] |f:2.3.4|. Procedure: A mixture of 1-benzyl-3-(3-chloropropyl)-5-methyl-2,4(1H,3H)-pyrimidinedione (1 g, 3.41 mmol), prepared as in Example 19, 10% palladium on carbon (1 g) and 0.1M ammonium formate/methanol (340 mL) was heated 3 hours at reflux under argon. The reaction mixture was allowed to cool to 25° C., then filtered and concentrated in vacuo. The residue was purified by column chromatography on silica gel eluting with hexane-ethyl acetate (1:1) to give 3-(3-chloropropyl)-5-methyl-2,4(1H,3H)-pyrimidinedione (0... Run in C(C)#N (acetonitrile), CCOC(=O)C (EtOAc). Reaction conditions: temperature 55 celsius. The yield is 92.4%. Procedure: To a solution of 6-chloro-2-(2,2,2-trifluoro-ethoxy)-nicotinamide (3, 4.68 g, 18.3 mmol) in acetonitrile (anhydrous, 100 mL) were added pyridine (11.86 mL, 146.8 mmol) and POCl3 (6.72 mL, 73.4 mmol). The reaction was heated at 55° C. for 3 hours. After cooling to room temperature, NaOH solution (10% aq.) was slowly added till pH 9. EtOAc (200 mL) was added and layers separated. The aqueous layer was extracted with EtOAc (2×200 mL). The combined organic layer was dried over MgSO4, filtered, and c... Product: ClC1=NC(=C(C#N)C=C1)OCC(F)(F)F (6-Chloro-2-(2,2,2-trifluoro-ethoxy)-nicotinonitrile). As a reaction SMILES: [Cl:1][C:2]1[CH:10]=[CH:9][C:5]([C:6]([NH2:8])=O)=[C:4]([O:11][CH2:12][C:13]([F:16])([F:15])[F:14])[N:3]=1.N1C=CC=CC=1.O=P(Cl)(Cl)Cl.[OH-].[Na+]>C(#N)C.CCOC(C)=O>[Cl:1][C:2]1[CH:10]=[CH:9][C:5]([C:6]#[N:8])=[C:4]([O:11][CH2:12][C:13]([F:14])([F:16])[F:15])[N:3]=1 |f:3.4|. The reactants are ClC1=NC(=C(C(=O)N)C=C1)OCC(F)(F)F (6-Chloro-2-(2,2,2-trifluoro-ethoxy)-nicotinamide), N1=CC=CC=C1 (pyridine), O=P(Cl)(Cl)Cl (POCl3), [OH-].[Na+] (NaOH). The reactants are CC1=CC=C(C=C1)C(C=O)=C (2-(4-Methylphenyl)-2-propenal), C[Li] (methyllithium). The solvent is C(C)OCC (diethyl ether). Reaction conditions: temperature -78 celsius. Product: CC1=CC=C(C=C1)C(C(C)O)=C (3-(4-Methylphenyl)-3-buten-2-ol). Reaction SMILES: [CH3:1][C:2]1[CH:7]=[CH:6][C:5]([C:8](=[CH2:11])[CH:9]=[O:10])=[CH:4][CH:3]=1.[CH3:12][Li]>C(OCC)C>[CH3:1][C:2]1[CH:7]=[CH:6][C:5]([C:8](=[CH2:11])[CH:9]([OH:10])[CH3:12])=[CH:4][CH:3]=1. Reported procedure: 2.34 g of aldehyde 38 is dissolved in 150 ml of diethyl ether and cooled to −78° C. under nitrogen. 20 ml of methyllithium solution (1.6 M in diethyl ether) is now added in drops. After 1.5 hours at this temperature, it is quenched with saturated ammonium chloride solution, extracted with ethyl acetate, washed with sodium chloride solution, dried on sodium sulfate, and the solvent is removed. The residue is purified by chromatography on silica gel with ethyl acetate/hexane, whereby in addition t... The reactants are ClC=1C(=CC(=C(C1)N)[N+](=O)[O-])C(F)(F)F (5-chloro-2-nitro-4-trifluoromethyl-phenylamine), CN(C)C=O (DMF), C[S-].[Na+] (sodium thiomethoxide), O (Water). The solvent is [Cl-].[Na+].O (brine). Run at temperature 90 celsius. Yields the product CSC=1C(=CC(=C(C1)N)[N+](=O)[O-])C(F)(F)F (5-Methylsulfanyl-2-nitro-4-trifluoromethyl-phenylamine). The yield is 95.3%. As a reaction SMILES: Cl[C:2]1[C:3]([C:12]([F:15])([F:14])[F:13])=[CH:4][C:5]([N+:9]([O-:11])=[O:10])=[C:6]([NH2:8])[CH:7]=1.CN(C=O)C.[CH3:21][S-:22].[Na+].O>[Cl-].[Na+].O>[CH3:21][S:22][C:2]1[C:3]([C:12]([F:15])([F:14])[F:13])=[CH:4][C:5]([N+:9]([O-:11])=[O:10])=[C:6]([NH2:8])[CH:7]=1 |f:2.3,5.6.7|. Procedure details: To a solution of 5-chloro-2-nitro-4-trifluoromethyl-phenylamine (2.02 g, 8.40 mmol) and DMF (40 mL) was added sodium thiomethoxide (0.618 g, 8.82 mmol). The mixture was heated to 90° C. for 50 min, then poured into brine. Water was added to bring the total volume to 300 mL and the orange precipitate was collected to yield the titled compound (2.02 g, 95%). 1H NMR (400 MHz, CDCl3): 8.42 (s, 1H), 6.51 (s, 1H), 6.39 (br s, 2H), 2.53 (s, 3H).